This data is from the Open Reaction Database (ORD), a public repository of structured organic reaction records. The task is: describe an organic reaction: reactants, conditions, products, and yield The reactants are NCC1CCCC1, Cl, O=C(O)c1ccc(N2CC3=C(CN(C(=O)c4ccccc4C(F)(F)F)C3)C2)nc1. Yields the product O=C(NCC1CCCC1)c1ccc(N2CC3=C(CN(C(=O)c4ccccc4C(F)(F)F)C3)C2)nc1. As a reaction SMILES: [CH:30]1([CH2:35][NH2:36])[CH2:31][CH2:32][CH2:33][CH2:34]1.[ClH:37].[F:1][C:2]([c:3]1[c:4]([C:5](=[O:6])[N:7]2[CH2:8][C:9]3=[C:10]([CH2:11]2)[CH2:12][N:13]([c:15]2[n:16][cH:17][c:18]([C:19](=[O:20])[OH:21])[cH:22][cH:23]2)[CH2:14]3)[cH:24][cH:25][cH:26][cH:27]1)([F:28])[F:29]>>[F:1][C:2]([c:3]1[c:4]([C:5](=[O:6])[N:7]2[CH2:8][C:9]3=[C:10]([CH2:11]2)[CH2:12][N:13]([c:15]2[n:16][cH:17][c:18]([C:19](=[O:20])[NH:36][CH2:35][CH:30]4[CH2:31][CH2:32][CH2:33][CH2:34]4)[cH:22][cH:23]2)[CH2:14]3)[cH:24][cH:25][cH:26][cH:27]1)([F:28])[F:29]. Starting materials: C1(=CC=CC=C1)S(=O)(=O)CC1=CC=C(C(=C1C(=O)O)NCCNC(=O)OC(C)(C)C)C1=COC=C1 (6-(Benzenesulphonylmethyl)-2-[2-(t-butoxycarbonylamino)ethylamino]-3-(furan-3-yl)benzoic acid), C1(=CC=CC=C1)S(=O)(=O)CC1=CC=C(C(=C1C(=O)OC)OC)Br (methyl 6-(benzenesulphonylmethyl)-3-bromo-2-methoxybenzoate), C1(=CC=CC=C1)S(=O)(=O)CC1=CC=C(C(=C1C(=O)OC)OC)Br (methyl 6-(benzenesulphonylmethyl)-3-bromo-2-methoxybenzoate). Product: C1(=CC=CC=C1)S(=O)(=O)CC1=CC=C(C(=C1C(=O)O)OC)Br (6-(Benzenesulphonylmethyl)-3-bromo-2-methoxybenzoic acid). Reaction SMILES: C1(S(CC2C(C(O)=O)=C(NCCNC(OC(C)(C)C)=O)C(C3C=COC=3)=CC=2)(=O)=O)C=CC=CC=1.[C:36]1([S:42]([CH2:45][C:46]2[C:51]([C:52]([O:54]C)=[O:53])=[C:50]([O:56][CH3:57])[C:49]([Br:58])=[CH:48][CH:47]=2)(=[O:44])=[O:43])[CH:41]=[CH:40][CH:39]=[CH:38][CH:37]=1>>[C:36]1([S:42]([CH2:45][C:46]2[C:51]([C:52]([OH:54])=[O:53])=[C:50]([O:56][CH3:57])[C:49]([Br:58])=[CH:48][CH:47]=2)(=[O:44])=[O:43])[CH:37]=[CH:38][CH:39]=[CH:40][CH:41]=1. Reported procedure: Prepared by proceeding in a similar manner to Intermediate 121, starting from methyl 6-(benzenesulphonylmethyl)-3-bromo-2-methoxybenzoate (Intermediate 65). Reactants: C(C)(=O)CC(C)=O (acetylacetone), [N+](=O)([O-])[O-].[Ce+3].[N+](=O)([O-])[O-].[N+](=O)([O-])[O-] (cerium nitrate), O (water), [NH4+] (ammonium). The product is O.C(C)(=O)CC(C)=O.[Ce] (cerium acetylacetone-monohydrate). Procedure details: In an Erlenmeyer flask of 1 liter capacity, 6.51 grams of cerium nitrate and 4.5 grams of acetylacetone are dissolved in 300 ml. of distilled water. A 2% ammonium solution is added in drops, shaking vigorously, until a pH value of exactly 8.0 is achieved. This results in a light yellow precipitate of cerium acetylacetone-monohydrate, identified by the formula Ce(CH3COCHCOCH3)3. H2 0 which is suctioned off by a Buechner funnel and rinsed with 300 ml. of distilled water. The precipitate is dried u... As a reaction SMILES: [C:1]([CH2:4][C:5](=[O:7])[CH3:6])(=[O:3])[CH3:2].O.[NH4+].[N+]([O-])([O-])=O.[Ce+3:14].[N+]([O-])([O-])=O.[N+]([O-])([O-])=O>>[OH2:3].[C:1]([CH2:4][C:5](=[O:7])[CH3:6])(=[O:3])[CH3:2].[Ce:14] |f:3.4.5.6,7.8.9|. Starting materials: C(=C)C1=CC=C(CN2CCN(CC2)CC(=O)OCC)C=C1 (Ethyl 2-(4-(4-vinylbenzyl)piperazin-1-yl)acetate), NN (hydrazine). Solvent: C(C)O (ethanol). Yields the product C(C)C1=CC=C(CN2CCN(CC2)CC(=O)NN)C=C1 (2-(4-(4-ethylbenzyl)piperazin-1-yl)acetohydrazide). As a reaction SMILES: [CH:1]([C:3]1[CH:21]=[CH:20][C:6]([CH2:7][N:8]2[CH2:13][CH2:12][N:11]([CH2:14][C:15](OCC)=[O:16])[CH2:10][CH2:9]2)=[CH:5][CH:4]=1)=[CH2:2].[NH2:22][NH2:23]>C(O)C>[CH2:1]([C:3]1[CH:21]=[CH:20][C:6]([CH2:7][N:8]2[CH2:13][CH2:12][N:11]([CH2:14][C:15]([NH:22][NH2:23])=[O:16])[CH2:10][CH2:9]2)=[CH:5][CH:4]=1)[CH3:2]. Procedure: Synthesized according to General Procedure C: 9 (3.23 g, 11.2 mmol, 1 equiv.), anhydrous hydrazine (1.1 mL, 33.6 mmol, 3 equiv.), ethanol (22.6 mL). Purification by silica gel column chromatography (4:1 EtOAc:MeOH) afforded 1{28} (1.92 g, 62%) as a white solid. 1H-NMR (500 MHz, CDCl3): δ 8.14 (br s, 1H), 7.20 (d, 2H, J=8.0 Hz), 7.14 (d, 2H, J=8.0 Hz), 3.84 (d, 2H, J=4.0 Hz), 3.47 (s, 2H), 3.06 (s, 2H), 2.63 (q, 2H, J=7.5 Hz), 2.53 (br s, 4H), 2.45 (br s, 4H), 1.22 (t, 3H, J=7.5 Hz). 13C-NMR (125... Starting materials: crude product, C[C@@H](C1=CC=CC=C1)C(=O)O (S-(+)-2-phenylpropionic acid), C1(O)=CC(O)=CC=C1 (resorcinol), Cl (hydrochloric acid), O (water). Reagents/catalysts: [Cl-].[Zn+2].[Cl-] (zinc chloride). Solvent: C(Cl)(Cl)Cl (chloroform). Conditions: temperature 110 celsius. Product: OC=1C=C(C=CC1C(C(C)C1=CC=CC=C1)=O)O (3-hydroxy-4-(1-oxo-2-phenylpropyl)phenol). Isolated yield 41.3%. RXN SMILES: [CH3:1][C@H:2]([C:9]([OH:11])=O)[C:3]1[CH:8]=[CH:7][CH:6]=[CH:5][CH:4]=1.[C:12]1([CH:19]=[CH:18][CH:17]=[C:15]([OH:16])[CH:14]=1)[OH:13].Cl.O>[Cl-].[Zn+2].[Cl-].C(Cl)(Cl)Cl>[OH:13][C:12]1[CH:14]=[C:15]([OH:16])[CH:17]=[CH:18][C:19]=1[C:9](=[O:11])[CH:2]([C:3]1[CH:4]=[CH:5][CH:6]=[CH:7][CH:8]=1)[CH3:1] |f:4.5.6|. Procedure details: 3.0 g (20 millimols) of S-(+)-2-phenylpropionic acid was mixed with 3.3 g (24 millimols) of anhydrous zinc chloride and heated to 110° C. to dissolve the latter in the former. 2.64 g (24 millimols) of resorcinol was added to the solution and further heated to 150° C. over a period of 20 minutes while stirring the reaction mixture. The reaction mixture was then cooled to the room temperature. 10 ml of concentrated hydrochloric acid solution and 50 ml of water was added to the reaction mixture, an...